From a dataset of the Open Reaction Database (ORD), a public repository of structured organic reaction records. describe an organic reaction: reactants, conditions, products, and yield Starting materials: C(C)C(C(=O)OCC)CC (ethyl 2-ethylbutyrate), BrCCCBr (1,3-dibromopropane). Product: BrCCCC(C(=O)OCC)(CC)CC (ethyl 5-bromo-2,2-diethylvalerate). As a reaction SMILES: [CH2:1]([CH:3]([CH2:9][CH3:10])[C:4]([O:6][CH2:7][CH3:8])=[O:5])[CH3:2].[Br:11][CH2:12][CH2:13][CH2:14]Br>>[Br:11][CH2:12][CH2:13][CH2:14][C:3]([CH2:9][CH3:10])([CH2:1][CH3:2])[C:4]([O:6][CH2:7][CH3:8])=[O:5]. Reported procedure: Using ethyl 2-ethylbutyrate and 1,3-dibromopropane, the same reaction as in Reference Example 16 was conducted to produce the title compound. b.p. 98°-102° C./0.3 mmHg Reactants: FC1=CC(=CC=2OC(COC21)COS(=O)(=O)C2=CC=C(C=C2)C)S(=O)(=O)C ([5-fluoro-7-(methylsulfonyl)-2,3-dihydro-1,4-benzodioxin-2-yl]methyl-4-methylbenzenesulfonate), ( 6 ), ( 4 ), N1CCCC1 (pyrrolidine), ( 3 ). Solvent: C(C)#N (ACN). The product is FC1=CC(=CC=2OC(COC21)CN2CCCC2)S(=O)(=O)C (1-{[5-FLUORO-7-(METHYLSULFONYL)-2,3-DIHYDRO-1,4-BENZODIOXIN-2-YL]METHYL}PYRROLIDINE). RXN SMILES: [F:1][C:2]1[C:11]2[O:10][CH2:9][CH:8]([CH2:12]OS(C3C=CC(C)=CC=3)(=O)=O)[O:7][C:6]=2[CH:5]=[C:4]([S:24]([CH3:27])(=[O:26])=[O:25])[CH:3]=1.[NH:28]1[CH2:32][CH2:31][CH2:30][CH2:29]1>C(#N)C>[F:1][C:2]1[C:11]2[O:10][CH2:9][CH:8]([CH2:12][N:28]3[CH2:32][CH2:31][CH2:30][CH2:29]3)[O:7][C:6]=2[CH:5]=[C:4]([S:24]([CH3:27])(=[O:25])=[O:26])[CH:3]=1. Procedure details: Preparation according to Example 42 using [5-fluoro-7-(methylsulfonyl)-2,3-dihydro-1,4-benzodioxin-2-yl]methyl-4-methylbenzenesulfonate (0.005 g, 0.012 mmol), pyrrolidine (0.5 ml), ACN (2.5 ml). MS m/z (rel. intensity, 70 eV) 315 (M+, 0.7), 110 (3), 85 (6), 84 (bp), 55 (4). The reactants are CCNC, CO, Fc1ccc(C2CCCc3c(Cl)nc(Cl)nc32)cc1. Yields the product CCN(C)c1nc(Cl)nc2c1CCCC2c1ccc(F)cc1. RXN SMILES: [CH3:20][NH:21][CH2:22][CH3:23].[CH3:24][OH:25].[Cl:1][c:2]1[n:3][c:4]2[c:9]([c:10]([Cl:12])[n:11]1)[CH2:8][CH2:7][CH2:6][CH:5]2[c:13]1[cH:14][cH:15][c:16]([F:19])[cH:17][cH:18]1>>[Cl:1][c:2]1[n:3][c:4]2[c:9]([c:10]([N:21]([CH3:20])[CH2:22][CH3:23])[n:11]1)[CH2:8][CH2:7][CH2:6][CH:5]2[c:13]1[cH:14][cH:15][c:16]([F:19])[cH:17][cH:18]1. Reactants: OC1=NC(=C(C(N1C)=O)C1=CC2=CC=CC=C2C=C1)C1=CC=NC=C1 (2-hydroxy-3-methyl-5-naphthalen-2-yl-6-pyridin-4-yl-3H-pyrimidin-4-one), P(=O)(Cl)(Cl)Cl (phosphorous oxychloride). Conditions: temperature 105 celsius. The product is ClC1=NC(=C(C(N1C)=O)C1=CC2=CC=CC=C2C=C1)C1=CC=NC=C1 (2-Chloro-3-methyl-5-naphthalen-2-yl-6-pyridin-4-yl-3H-pyrimidin-4-one). RXN SMILES: O[C:2]1[N:7]([CH3:8])[C:6](=[O:9])[C:5]([C:10]2[CH:19]=[CH:18][C:17]3[C:12](=[CH:13][CH:14]=[CH:15][CH:16]=3)[CH:11]=2)=[C:4]([C:20]2[CH:25]=[CH:24][N:23]=[CH:22][CH:21]=2)[N:3]=1.P(Cl)(Cl)([Cl:28])=O>>[Cl:28][C:2]1[N:7]([CH3:8])[C:6](=[O:9])[C:5]([C:10]2[CH:19]=[CH:18][C:17]3[C:12](=[CH:13][CH:14]=[CH:15][CH:16]=3)[CH:11]=2)=[C:4]([C:20]2[CH:25]=[CH:24][N:23]=[CH:22][CH:21]=2)[N:3]=1. Procedure: A suspension of 2-hydroxy-3-methyl-5-naphthalen-2-yl-6-pyridin-4-yl-3H-pyrimidin-4-one (10.0 g, 30.4 mmol) and phosphorous oxychloride (250 mL, 3 mol) was heated to 105° C. for 6 h to form a solution. Monitoring reaction by HPLC showed ˜90% conversion. The reaction solution was cooled and the solvent removed under reduced pressure. Foam residue was dissolved in 500 mL 5% ethanol/chloroform. The organic layer was washed with 100 mL water three times and once with 100 mL 5% NaHCO3. Organic dried o... Yields the product NC1=C(C(=NC=2N1N=CC2C=2C=NC(=CC2)C2=CC=CC=C2)C2CCC(CC2)CC2=NNC(O2)=O)Br (5-((4-(7-amino-6-bromo-3-(6-phenylpyridin-3-yl)pyrazolo[1,5-a]pyrimidin-5-yl)cyclohexyl)methyl)-1,3,4-oxadiazol-2(3H)-one). Procedure: To a 20 mL scintillation vial was charged 5-((4-(7-amino-3-(6-phenylpyridin-3-yl)pyrazolo[1,5-a]pyrimidin-5-yl)cyclohexyl)methyl)-1,3,4-oxadiazol-2(3H)-one as a trifluoroacetate salt (0.035 mmol, 20 mg), MeCN (2 mL) and N-bromosuccinimide (0.035 mmol, 6.3 mg). The resulting solution was stirred at room temperature for 1 hour. After 1 hour, the solvent was removed in vacuo and the resulting residue was purified via reverse-phase HPLC to yield 5-((4-(7-amino-6-bromo-3-(6-phenylpyridin-3-yl)pyrazol... As a reaction SMILES: [NH2:1][C:2]1[N:7]2[N:8]=[CH:9][C:10]([C:11]3[CH:12]=[N:13][C:14]([C:17]4[CH:22]=[CH:21][CH:20]=[CH:19][CH:18]=4)=[CH:15][CH:16]=3)=[C:6]2[N:5]=[C:4]([CH:23]2[CH2:28][CH2:27][CH:26]([CH2:29][C:30]3[O:34][C:33](=[O:35])[NH:32][N:31]=3)[CH2:25][CH2:24]2)[CH:3]=1.FC(F)(F)C([O-])=O.[Br:43]N1C(=O)CCC1=O>CC#N>[NH2:1][C:2]1[N:7]2[N:8]=[CH:9][C:10]([C:11]3[CH:12]=[N:13][C:14]([C:17]4[CH:18]=[CH:19][CH:20]=[CH:21][CH:22]=4)=[CH:15][CH:16]=3)=[C:6]2[N:5]=[C:4]([CH:23]2[CH2:24][CH2:25][CH:26]([CH2:29][C:30]3[O:34][C:33](=[O:35])[NH:32][N:31]=3)[CH2:27][CH2:28]2)[C:3]=1[Br:43]. Run at time 1 hour. The solvent is CC#N (MeCN). The reactants are NC1=CC(=NC=2N1N=CC2C=2C=NC(=CC2)C2=CC=CC=C2)C2CCC(CC2)CC2=NNC(O2)=O (5-((4-(7-amino-3-(6-phenylpyridin-3-yl)pyrazolo[1,5-a]pyrimidin-5-yl)cyclohexyl)methyl)-1,3,4-oxadiazol-2(3H)-one), FC(C(=O)[O-])(F)F (trifluoroacetate), BrN1C(CCC1=O)=O (N-bromosuccinimide). Starting materials: O1C(CCCC1)OC(CON=C(C=1C=NC=CC1)Cl)CN1CCCCC1 (N-[2-[(2-tetrahydropyranyl)oxy]-3-(1-piperidinyl)propoxy]-3-pyridinecarboximidoyl chloride), C(CCC)N (n-butylamine), Cl (hydrochloric acid). Run in C(C)(C)O (isopropyl alcohol), C(C)O (ethanol), C1(=CC=C(C=C1)S(=O)(=O)O)C (4-toluenesulphonic acid), C(C)O (ethanol). Reaction conditions: temperature 60 celsius. The product is Cl.OC(CONC(=NCCCC)C=1C=NC=CC1)CN1CCCCC1 (N-[2-hydroxy-3-(1-piperidinyl)propoxy]-N′-butyl-3-pyridinecarboximidamide monohydrochloride). As a reaction SMILES: O1CCCCC1[O:7][CH:8]([CH2:20][N:21]1[CH2:26][CH2:25][CH2:24][CH2:23][CH2:22]1)[CH2:9][O:10][N:11]=[C:12]([Cl:19])[C:13]1[CH:14]=[N:15][CH:16]=[CH:17][CH:18]=1.[CH2:27]([NH2:31])[CH2:28][CH2:29][CH3:30].Cl>C(O)C.C1(C)C=CC(S(O)(=O)=O)=CC=1.C(O)(C)C>[ClH:19].[OH:7][CH:8]([CH2:20][N:21]1[CH2:22][CH2:23][CH2:24][CH2:25][CH2:26]1)[CH2:9][O:10][NH:11][C:12]([C:13]1[CH:14]=[N:15][CH:16]=[CH:17][CH:18]=1)=[N:31][CH2:27][CH2:28][CH2:29][CH3:30] |f:6.7|. Procedure: A mixture of 3.7 g (9.68 mmol) of N-[2-[(2-tetrahydropyranyl)oxy]-3-(1-piperidinyl)propoxy]-3-pyridinecarboximidoyl chloride and 40 ml (0.41 mol) n-butylamine was refluxed for 3 hours. The excess of amine was evaporated in vacuum affording dark-brown oil, which was dissolved in 40 ml of ethanol containing 3.0 g of 4-toluenesulphonic acid and the mixture was heated at 60° C. for one hour. The solvent was removed under reduced pressure, the residue was made alkaline (pH 10) with 2 N of sodium hydr... Procedure details: In a 50 ml-three-necked flask, 1.00 g (3.80 mM) of N-(4-hexylbenzoyl)glycine and 19 ml of dry benzene were placed. To the mixture, 0.53 ml (3.81 mM) of triethylamine was added at room temperature under stirring, followed by addition of 0.37 ml (3.87 mM) of ethyl chloroformate and further stirring for 20 minutes at room temperature to precipitate triethylamine hydrochloride. The resultant hydrochloride was filtered off and the solvent of the filtrate was distilled off. The residue was dried under... Reaction SMILES: [CH2:1]([C:7]1[CH:19]=[CH:18][C:10]([C:11]([NH:13][CH2:14][C:15]([OH:17])=[O:16])=O)=[CH:9][CH:8]=1)[CH2:2][CH2:3][CH2:4][CH2:5][CH3:6].C1C=CC=CC=1.ClC(OCC)=O>C(N(CC)CC)C>[CH2:1]([C:7]1[CH:19]=[CH:18][C:10]([CH:11]2[N:13]=[CH:14][C:15](=[O:17])[O:16]2)=[CH:9][CH:8]=1)[CH2:2][CH2:3][CH2:4][CH2:5][CH3:6]. Product: C(CCCCC)C1=CC=C(C=C1)C1OC(C=N1)=O (2-(4-hexylphenyl)-5-oxazolone). Solvent: C(C)N(CC)CC (triethylamine). Reactants: C(CCCCC)C1=CC=C(C(=O)NCC(=O)O)C=C1 (N-(4-hexylbenzoyl)glycine), C1=CC=CC=C1 (benzene), ClC(=O)OCC (ethyl chloroformate). Starting materials: C1(CCCCC1)O (cyclohexanol), ClC1=NC(=CC2=CC=CC=C12)NC1=NNC(=C1)C ((1-chloro-isoquinolin-3-yl)-(5-methyl-1H-pyrazol-3-yl)-amine). The product is C1(CCCCC1)OC1=NC(=CC2=CC=CC=C12)NC1=NNC(=C1)C ((1-cyclohexyloxy-isoquinolin-3-yl)-(5-methyl-1H-pyrazol-3-yl)-amine). Reaction SMILES: [CH:1]1([OH:7])[CH2:6][CH2:5][CH2:4][CH2:3][CH2:2]1.Cl[C:9]1[C:18]2[C:13](=[CH:14][CH:15]=[CH:16][CH:17]=2)[CH:12]=[C:11]([NH:19][C:20]2[CH:24]=[C:23]([CH3:25])[NH:22][N:21]=2)[N:10]=1>>[CH:1]1([O:7][C:9]2[C:18]3[C:13](=[CH:14][CH:15]=[CH:16][CH:17]=3)[CH:12]=[C:11]([NH:19][C:20]3[CH:24]=[C:23]([CH3:25])[NH:22][N:21]=3)[N:10]=2)[CH2:6][CH2:5][CH2:4][CH2:3][CH2:2]1. Procedure: Similar procedure as described in example 10 was used, starting from cyclohexanol and (1-chloro-isoquinolin-3-yl)-(5-methyl-1H-pyrazol-3-yl)-amine to give (1-cyclohexyloxy-isoquinolin-3-yl)-(5-methyl-1H-pyrazol-3-yl)-amine. LC-MS m/e 323(MH+). The reactants are C(C)(=O)OCC (ethyl acetate), COC(C1=C(C=CC=C1)CBr)=O (2-bromomethyl-benzoic acid methyl ester), O(C1=CC=CC=C1)C=1C=C(CN)C=CC1 (3-phenoxy-benzylamine), C(=O)([O-])[O-].[K+].[K+] (K2CO3). The solvent is C1(=CC=CC=C1)C (toluene), CCCCCC (hexane). Conditions: temperature 100 celsius, time 2 hour. Product: O(C1=CC=CC=C1)C=1C=C(CN2C(C3=CC=CC=C3C2)=O)C=CC1 (2-(3-phenoxy-benzyl)-2,3-dihydro-isoindol-1-one). Yield: 40.6%. RXN SMILES: CO[C:3](=[O:12])[C:4]1[CH:9]=[CH:8][CH:7]=[CH:6][C:5]=1[CH2:10]Br.[O:13]([C:20]1[CH:21]=[C:22]([CH:25]=[CH:26][CH:27]=1)[CH2:23][NH2:24])[C:14]1[CH:19]=[CH:18][CH:17]=[CH:16][CH:15]=1.C([O-])([O-])=O.[K+].[K+].C(OCC)(=O)C>C1(C)C=CC=CC=1.CCCCCC>[O:13]([C:20]1[CH:21]=[C:22]([CH:25]=[CH:26][CH:27]=1)[CH2:23][N:24]1[CH2:10][C:5]2[C:4](=[CH:9][CH:8]=[CH:7][CH:6]=2)[C:3]1=[O:12])[C:14]1[CH:15]=[CH:16][CH:17]=[CH:18][CH:19]=1 |f:2.3.4|. Procedure: A mixture of 2-bromomethyl-benzoic acid methyl ester (0.115 g, 0.5 mmol), 3-phenoxy-benzylamine (0.106 mL, 0.6 mmol), and K2CO3 (0.207 g, 1.5 mmol) in toluene (3 mL) was heated with stirring at 100° C. for 2 h. Workup and silica gel column chromatography using 30% ethyl acetate in hexane afforded 2-(3-phenoxy-benzyl)-2,3-dihydro-isoindol-1-one (0.064 g, 41%). 1H NMR (300 MHz, CDCl3): δ (ppm) 4.26 (s, 2H), 4.82 (s, 2H), 6.90-7.56 (m, 12H), 7.89 (d, 1H). GC-MS: m/z 315 (M)+.